From a dataset of the Open Reaction Database (ORD), a public repository of structured organic reaction records. describe an organic reaction: reactants, conditions, products, and yield The reactants are CN(C=O)C (N,N-Dimethylformamide), C([O-])([O-])=O.[K+].[K+] (potassium carbonate), ClC1=NC=C(C=C1)C(F)(F)F (2-chloro-5-trifluoromethylpyridine), CON=C(C1=C(C=CC=C1)O)C=1OCCN1 (2-hydroxyphenyl 2-oxazolin-2-yl ketone O-methyloxime). Run in [OH-].[Na+] (sodiumhydroxide). Reaction conditions: temperature 100 celsius, time 2.5 hour. Product: CON=C(C1=C(C=CC=C1)OC1=NC=C(C=C1)C(F)(F)F)C=1OCCN1 (2-(5-trifluoromethyl-2-pyridyloxy)phenyl 2-oxazolin-2-yl ketone O-methyloxime). Isolated yield 52.0%. Reaction SMILES: CN(C)C=O.C(=O)([O-])[O-].[K+].[K+].Cl[C:13]1[CH:18]=[CH:17][C:16]([C:19]([F:22])([F:21])[F:20])=[CH:15][N:14]=1.[CH3:23][O:24][N:25]=[C:26]([C:34]1[O:35][CH2:36][CH2:37][N:38]=1)[C:27]1[CH:32]=[CH:31][CH:30]=[CH:29][C:28]=1[OH:33]>[OH-].[Na+]>[CH3:23][O:24][N:25]=[C:26]([C:34]1[O:35][CH2:36][CH2:37][N:38]=1)[C:27]1[CH:32]=[CH:31][CH:30]=[CH:29][C:28]=1[O:33][C:13]1[CH:18]=[CH:17][C:16]([C:19]([F:22])([F:21])[F:20])=[CH:15][N:14]=1 |f:1.2.3,6.7|. Procedure: N,N-Dimethylformamide (2.2 ml), potassium carbonate (210 mg, 1.5 mmol) and 2-chloro-5-trifluoromethylpyridine (220 mg, 1.2 mmol) were added to 2-hydroxyphenyl 2-oxazolin-2-yl ketone O-methyloxime (220 mg, 1.0 mmol), and the mixture was stirred at 100° C. for 2.5 hours. After completion of the reaction, aqueous in sodiumhydroxide solution (100 ml) was added, and the mixture was extracted with ether. The ether layer was dried over anhydrous sodium sulfate and concentrated under reduced pressure. T... Reactants: O1C=C(C=C1)C#N (3-furonitrile), C[Mg]Br (Methyl magnesium bromide), [OH-].[Na+] (NaOH), B(F)(F)F.CCOCC (BF3.Et2O). Reagents/catalysts: CC([O-])C.[Ti+4].CC([O-])C.CC([O-])C.CC([O-])C (titanium isopropoxide). Run in C1CCOC1 (THF), C1CCOC1 (THF). Reaction conditions: time 15 minute. Product: O1C=C(C=C1)C1(CC1)N (1-(furan-3-yl)cyclopropanamine). RXN SMILES: [O:1]1[CH:5]=[CH:4][C:3]([C:6]#[N:7])=[CH:2]1.C[Mg]Br.B(F)(F)F.[CH3:15][CH2:16]OCC.[OH-].[Na+]>C1COCC1.CC(C)[O-].[Ti+4].CC(C)[O-].CC(C)[O-].CC(C)[O-]>[O:1]1[CH:5]=[CH:4][C:3]([C:6]2([NH2:7])[CH2:16][CH2:15]2)=[CH:2]1 |f:2.3,4.5,7.8.9.10.11|. Reported procedure: To solution of 3-furonitrile (5 g, 53.71 mmol, 1.0 eq) in dry THF at r.t. under an argon atmosphere was added slowly titanium isopropoxide (18.9 ml, 64.4 mmol, 1.2 eq). The reaction mixture was stirred for 15 min. A solution of 1.0 Methyl magnesium bromide in THF (129 ml, 128 mmol, 2.4 eq) was added via syringe slowly to the mixture at 0° C. After addition, the reaction mixture was stirred at r.t. for 2 hour. BF3.Et2O (10.4 ml) was then added slowly to the mixture at 0° C. After completion of th... The reactants are ClCCCCC(=O)C=P(C1=CC=CC=C1)(C1=CC=CC=C1)C1=CC=CC=C1 ((5-chloropentanoylmethylene)triphenylphosphorane). The solvent is C1=CC=CC=C1 (benzene). Yields the product [Cl-].O1C(CCCC1)=C[P+](C1=CC=CC=C1)(C1=CC=CC=C1)C1=CC=CC=C1 ([(tetrahydro-2H-pyran-2-ylidene)methyl]triphenylphosphonium chloride). As a reaction SMILES: [Cl:1][CH2:2][CH2:3][CH2:4][CH2:5][C:6]([CH:8]=[P:9]([C:22]1[CH:27]=[CH:26][CH:25]=[CH:24][CH:23]=1)([C:16]1[CH:21]=[CH:20][CH:19]=[CH:18][CH:17]=1)[C:10]1[CH:15]=[CH:14][CH:13]=[CH:12][CH:11]=1)=[O:7]>C1C=CC=CC=1>[Cl-:1].[O:7]1[CH2:2][CH2:3][CH2:4][CH2:5][C:6]1=[CH:8][P+:9]([C:22]1[CH:27]=[CH:26][CH:25]=[CH:24][CH:23]=1)([C:16]1[CH:21]=[CH:20][CH:19]=[CH:18][CH:17]=1)[C:10]1[CH:15]=[CH:14][CH:13]=[CH:12][CH:11]=1 |f:2.3|. Procedure details: A solution containing 20 parts of (5-chloropentanoylmethylene)triphenylphosphorane in 200 parts of benzene is heated at the reflux temperature for about 16 hours. Cooling of this solution results in crystallization of a product which is isolated by filtration to afford [(tetrahydro-2H-pyran-2-ylidene)methyl]triphenylphosphonium chloride. This product is characterized by 60-MHz nuclear magnetic resonance peaks in CDCl3 (deuterated chloroform) at about 107 cps (multiplet), 170 cps (multiplet), 228... Reactants: NN1CCCCC1 (1-aminopiperidine), C(C=C)(=O)OC (methyl acrylate). Solvent: CO (methanol). Conditions: time 8 hour. The product is COC(CCNN1CCCCC1)=O (3-(Piperidin-1-ylamino)propionic acid methyl ester). Isolated yield 43.0%. As a reaction SMILES: [NH2:1][N:2]1[CH2:7][CH2:6][CH2:5][CH2:4][CH2:3]1.[C:8]([O:12][CH3:13])(=[O:11])[CH:9]=[CH2:10]>CO>[CH3:13][O:12][C:8](=[O:11])[CH2:9][CH2:10][NH:1][N:2]1[CH2:7][CH2:6][CH2:5][CH2:4][CH2:3]1. Procedure details: To a solution of 1-aminopiperidine (100 g, 1.00 mol) in dry methanol at 0° C., methyl acrylate (99.0 ml, 1.10-mol) was added dropwise. The resulting mixture was stirred at room temperature overnight. After evaporation of the solvent, heptane was added to the residue, and the white solid (impurity) removed by filtration. The filtrate was concentrated to dryness to afford 80.0 g (43%) of the title compound as a yellow oil. Starting materials: FC=1C=C(C=CC1)C1=NOC(C1)(O)C(F)(F)F (3-(3-fluoro-phenyl)-5-trifluoromethyl-4,5-dihydro-isoxazol-5-ol), C1(=CC=CC=C1)C1=NOC(C1)(C(F)(F)F)O (3-phenyl-5-hydroxy-5-(trifluoromethyl)isoxazoline). The product is FC=1C=C(C=CC1)C1=NOC(=C1)C(F)(F)F (3-(3-Fluoro-phenyl)-5-trifluoromethyl-isoxazole). Yield: 85.3%. As a reaction SMILES: [F:1][C:2]1[CH:3]=[C:4]([C:8]2[CH2:12][C:11]([C:14]([F:17])([F:16])[F:15])(O)[O:10][N:9]=2)[CH:5]=[CH:6][CH:7]=1.C1(C2CC(O)(C(F)(F)F)ON=2)C=CC=CC=1>>[F:1][C:2]1[CH:3]=[C:4]([C:8]2[CH:12]=[C:11]([C:14]([F:15])([F:16])[F:17])[O:10][N:9]=2)[CH:5]=[CH:6][CH:7]=1. Procedure details: As described for Example 1b, 3-(3-fluoro-phenyl)-5-trifluoromethyl-4,5-dihydro-isoxazol-5-ol (60 g, 241 mmol), instead of 3-phenyl-5-hydroxy-5-(trifluoromethyl)isoxazoline, was converted to the title compound (47.5 g, 85%) which was obtained as a light brown solid. MS: m/e=231.1 [M]+. Starting materials: C(C)OC(=O)[C@H]1COC2=C(O1)C=CC(=C2)CCNC[C@@H](COC2=C(C=C(C=C2)OCC2=CC=CC=C2)OC)O (6-[2-[3-(4-benzyloxy-2-methoxyphenoxy)-2-(S)-hydroxypropylamino]ethyl]-2,3-dihydro-1,4-benzodioxine-2-(R)-carboxylic acid ethyl ester). The reagents and catalysts are [C].[Pd] (palladium-carbon). Solvent: C(C)O (ethanol). Run at time 6 hour. The product is C(C)OC(=O)[C@H]1COC2=C(O1)C=CC(=C2)CCNC[C@@H](COC2=C(C=C(C=C2)O)OC)O (6-[2-[2-(S)-Hydroxy-3-(4-hydroxy-2-methoxyphenoxy)-propylamino]ethyl]-2,3-dihydro-1,4-benzodioxine-2-(R)-carboxylic acid ethyl ester). The yield is 64.6%. Reaction SMILES: [CH2:1]([O:3][C:4]([C@@H:6]1[O:11][C:10]2[CH:12]=[CH:13][C:14]([CH2:16][CH2:17][NH:18][CH2:19][C@H:20]([OH:39])[CH2:21][O:22][C:23]3[CH:28]=[CH:27][C:26]([O:29]CC4C=CC=CC=4)=[CH:25][C:24]=3[O:37][CH3:38])=[CH:15][C:9]=2[O:8][CH2:7]1)=[O:5])[CH3:2]>C(O)C.[C].[Pd]>[CH2:1]([O:3][C:4]([C@@H:6]1[O:11][C:10]2[CH:12]=[CH:13][C:14]([CH2:16][CH2:17][NH:18][CH2:19][C@H:20]([OH:39])[CH2:21][O:22][C:23]3[CH:28]=[CH:27][C:26]([OH:29])=[CH:25][C:24]=3[O:37][CH3:38])=[CH:15][C:9]=2[O:8][CH2:7]1)=[O:5])[CH3:2] |f:2.3|. Procedure: To a solution of 6-[2-[3-(4-benzyloxy-2-methoxyphenoxy)-2-(S)-hydroxypropylamino]ethyl]-2,3-dihydro-1,4-benzodioxine-2-(R)-carboxylic acid ethyl ester obtained in Example 17 (240 mg) in ethanol (10 mL) was added 10% palladium-carbon (24 mg). This solution was stirred under hydrogen atmosphere at room temperature for 6 hours. After filtration through Celite, the filtrate was concentrated under reduced pressure. The residue was purified by column chromatography on silica gel and the title compound... Reactants: 38, [N+](=O)([O-])C1=C(OCC2OC2)C=CC=C1 (2-(2-nitrophenoxymethyl)oxirane), C(C(=O)O)(=O)O (ethanedioic acid), O1CCOCC1 (1,4-dioxane). Solvent: O (water). Yields the product 29.5, [N+](=O)([O-])C1=C(OCC(CO)O)C=CC=C1 (3-(2-nitrophenoxy)-1,2-propanediol). Yield: 13.0%. Reaction SMILES: [N+:1]([C:4]1[CH:14]=[CH:13][CH:12]=[CH:11][C:5]=1[O:6][CH2:7][CH:8]1[CH2:10][O:9]1)([O-:3])=[O:2].C(O)(=O)C(O)=[O:17].O1CCOCC1>O>[N+:1]([C:4]1[CH:14]=[CH:13][CH:12]=[CH:11][C:5]=1[O:6][CH2:7][CH:8]([OH:17])[CH2:10][OH:9])([O-:3])=[O:2]. Procedure: To a stirred solution of 38 parts of 2-(2-nitrophenoxymethyl)oxirane in 10 parts of ethanedioic acid and 300 parts of 1,4-dioxane are added 100 parts of water. The whole is stirred and refluxed for 2 days. The reaction mixture is evaporated and the residue is crystallized from a mixture of 2,2'-oxybispropane and petroleumether. The product is filtered off and recrystallized from 2,2'-oxybispropane, yielding 29.5 parts (13%) of 3-(2-nitrophenoxy)-1,2-propanediol; mp. 96° C.